This data is from the Open Reaction Database (ORD), a public repository of structured organic reaction records. The task is: describe an organic reaction: reactants, conditions, products, and yield The reactants are BrC1=CC(=C(C=C1)C(C(=O)C=1C(=CC2=C(N(C(CO2)=O)C)C1)F)C)Cl (6-[2-(4-bromo-2-chloro-phenyl)-propionyl]-7-fluoro-4-methyl-4H-benzo[1,4]oxazin-3-one), FC(F)(F)[Si](C)(C)C ((trifluoromethyl)trimethylsilane), [F-].C[N+](C)(C)C (tetramethylammonium fluoride). Yields the product BrC1=CC(=C(C=C1)C(C(C(F)(F)F)(O)C=1C(=CC2=C(N(C(CO2)=O)C)C1)F)C)Cl (6-[2-(4-Bromo-2-chloro-phenyl)-1-hydroxy-1-trifluoromethyl-propyl]-7-fluoro-4-methyl-4H-benzo[1,4]oxazin-3-one). RXN SMILES: [Br:1][C:2]1[CH:7]=[CH:6][C:5]([CH:8]([CH3:24])[C:9]([C:11]2[C:12]([F:23])=[CH:13][C:14]3[O:19][CH2:18][C:17](=[O:20])[N:16]([CH3:21])[C:15]=3[CH:22]=2)=[O:10])=[C:4]([Cl:25])[CH:3]=1.[F:26][C:27]([Si](C)(C)C)([F:29])[F:28].[F-].C[N+](C)(C)C>>[Br:1][C:2]1[CH:7]=[CH:6][C:5]([CH:8]([CH3:24])[C:9]([C:11]2[C:12]([F:23])=[CH:13][C:14]3[O:19][CH2:18][C:17](=[O:20])[N:16]([CH3:21])[C:15]=3[CH:22]=2)([OH:10])[C:27]([F:29])([F:28])[F:26])=[C:4]([Cl:25])[CH:3]=1 |f:2.3|. Procedure details: In analogy to Example 1, step 3, 6-[2-(4-bromo-2-chloro-phenyl)-propionyl]-7-fluoro-4-methyl-4H-benzo[1,4]oxazin-3-one was reacted with (trifluoromethyl)trimethylsilane and tetramethylammonium fluoride to give the title compound as a colorless solid. MS (m/e, ISP neg. ion)=496.0 [M−H+]. Reactants: BrN1C(CCC1=O)=O (N-bromosuccinimide), N(=NC(C#N)(C)C)C(C#N)(C)C (azobisisobutyronitrile), N1=CC=CC2=CC=C(C=C12)C1=CC=C(C=C1)CC#N (2-(4-(quinolin-7-yl)phenyl)acetonitrile). Run in C(Cl)(Cl)(Cl)Cl (carbon tetrachloride). Conditions: temperature 75 celsius, time 8 hour. Yields the product BrC(C#N)C1=CC=C(C=C1)C1=CC=C2C=CC=NC2=C1 (2-bromo-2-(4-(quinolin-7-yl)phenyl)acetonitrile). Yield: 22.7%. Reaction SMILES: [N:1]1[C:10]2[C:5](=[CH:6][CH:7]=[C:8]([C:11]3[CH:16]=[CH:15][C:14]([CH2:17][C:18]#[N:19])=[CH:13][CH:12]=3)[CH:9]=2)[CH:4]=[CH:3][CH:2]=1.[Br:20]N1C(=O)CCC1=O.N(C(C)(C)C#N)=NC(C)(C)C#N>C(Cl)(Cl)(Cl)Cl>[Br:20][CH:17]([C:14]1[CH:15]=[CH:16][C:11]([C:8]2[CH:9]=[C:10]3[C:5]([CH:4]=[CH:3][CH:2]=[N:1]3)=[CH:6][CH:7]=2)=[CH:12][CH:13]=1)[C:18]#[N:19]. Procedure details: A solution of 2-(4-(quinolin-7-yl)phenyl)acetonitrile (0.409 mmol) in carbon tetrachloride (2 mL) was degassed for three minutes with a stream of nitrogen. The solution was then treated with N-bromosuccinimide (0.450 mmol) and azobisisobutyronitrile (0.020 mmol). The reaction vessel was purged with nitrogen and sealed and the mixture was allowed to stir overnight in a 75° C. oil bath. The reaction mixture was then directly loading onto silica gel and concentrated in vacuo. Purification of the re...